This data is from the Open Reaction Database (ORD), a public repository of structured organic reaction records. The task is: describe an organic reaction: reactants, conditions, products, and yield Reactants: OC1(CCNCC1)CN1N=C(C=C1)NC(=O)C1NC(C(C1C1=C(C(=CC=C1)Cl)F)(C#N)C1=C(C=C(C=C1)Cl)F)CC(C)(C)C (rac-(2R,3S,4R,5S)-3-(3-chloro-2-fluoro-phenyl)-4-(4-chloro-2-fluoro-phenyl)-4-cyano-5-(2,2-dimethyl-propyl)-pyrrolidine-2-carboxylic acid [1-(4-hydroxy-piperidin-4-ylmethyl)-1H-pyrazol-3-yl]-amide), C([O-])([O-])=O.[Cs+].[Cs+] (cesium carbonate), C(C)(=O)OC(C)(C)C (t-butyl acetate). The solvent is C(C)(=O)OCC (ethyl acetate), CN(C)C=O (DMF). Reaction conditions: temperature 25 celsius, time 16 hour. Product: C(C)(C)(C)OC(CN1CCC(CC1)(O)CN1N=C(C=C1)NC(=O)[C@@H]1N[C@H]([C@]([C@H]1C1=C(C(=CC=C1)Cl)F)(C#N)C1=C(C=C(C=C1)Cl)F)CC(C)(C)C)=O (rac-[4-(3-{[(2R,3S,4R,5S)-3-(3-chloro-2-fluoro-phenyl)-4-(4-chloro-2-fluoro-phenyl)-4-cyano-5-(2,2-dimethyl-propyl)-pyrrolidine-2-carbonyl]-amino}-pyrazol-1-ylmethyl)-4-hydroxy-piperidin-1-yl]-acetic acid tert-butyl ester). Isolated yield 74.6%. As a reaction SMILES: [OH:1][C:2]1([CH2:8][N:9]2[CH:13]=[CH:12][C:11]([NH:14][C:15]([CH:17]3[CH:21]([C:22]4[CH:27]=[CH:26][CH:25]=[C:24]([Cl:28])[C:23]=4[F:29])[C:20]([C:32]4[CH:37]=[CH:36][C:35]([Cl:38])=[CH:34][C:33]=4[F:39])([C:30]#[N:31])[CH:19]([CH2:40][C:41]([CH3:44])([CH3:43])[CH3:42])[NH:18]3)=[O:16])=[N:10]2)[CH2:7][CH2:6][NH:5][CH2:4][CH2:3]1.C(=O)([O-])[O-].[Cs+].[Cs+].[C:51]([O:54][C:55]([CH3:58])([CH3:57])[CH3:56])(=[O:53])[CH3:52]>CN(C=O)C.C(OCC)(=O)C>[C:55]([O:54][C:51](=[O:53])[CH2:52][N:5]1[CH2:4][CH2:3][C:2]([CH2:8][N:9]2[CH:13]=[CH:12][C:11]([NH:14][C:15]([C@H:17]3[C@H:21]([C:22]4[CH:27]=[CH:26][CH:25]=[C:24]([Cl:28])[C:23]=4[F:29])[C@:20]([C:32]4[CH:37]=[CH:36][C:35]([Cl:38])=[CH:34][C:33]=4[F:39])([C:30]#[N:31])[C@H:19]([CH2:40][C:41]([CH3:44])([CH3:43])[CH3:42])[NH:18]3)=[O:16])=[N:10]2)([OH:1])[CH2:7][CH2:6]1)([CH3:58])([CH3:57])[CH3:56] |f:1.2.3|. Procedure: A mixture of rac-(2R,3S,4R,5S)-3-(3-chloro-2-fluoro-phenyl)-4-(4-chloro-2-fluoro-phenyl)-4-cyano-5-(2,2-dimethyl-propyl)-pyrrolidine-2-carboxylic acid [1-(4-hydroxy-piperidin-4-ylmethyl)-1H-pyrazol-3-yl]-amide (80 mg, 0.12 mmol) was dissolved in DMF (3 mL) with cesium carbonate (100 mg, 0.31 mmol) then t-butyl acetate (0.1 mL, 0.677 mmol) was added stirred 16 hours at 25° C. The reaction mixture was diluted with ethyl acetate and separated with water (3×), the organic layer was dried with Na2SO4... Starting materials: N1CCCC2=CC=CC=C12 (1,2,3,4-tetrahydroquinoline), C(\C=C/C(=O)O)(=O)O.N1(CCC2=CC=CC=C12)C1=C(C=C(C=C1)F)NC(=O)N1CCN(CC1)C (N-[2-(2,3-dihydro-1H-indol-1-yl)-5-fluorophenyl]-4-methyl-1-piperazine carboxamide maleate), FC1=C(C=C(C=C1)C)[N+](=O)[O-] (2-fluoro-5-methylnitrobenzene), 1a. The product is CC1=CC(=C(C=C1)N1CCCC2=CC=CC=C12)[N+](=O)[O-] (1-(4-methyl-2-nitrophenyl)-1,2,3,4-tetrahydroquinoline), NC1=C(C=CC(=C1)C)N1CCCC2=CC=CC=C12 (1-(2-amino-4-methylphenyl)-1,2,3,4-tetrahydroquinoline), N-[2-{1-(5-methylphenyl)-1,2,3,4-tetrahydroquinolin-1-yl}]-4-methyl-1-piperazine carboxamide, CC=1C=CC2=C(N=C(C3=C4N2CCCC4=CC=C3)N3CCN(CC3)C)C1 (10-methyl-7-(4-methyl-1-piperazinyl)-2,3-dihydro-1H-quino[1,8-ab][1,5]benzodiazepine). As a reaction SMILES: [NH:1]1[C:10]2[C:5](=[CH:6][CH:7]=[CH:8][CH:9]=2)[CH2:4][CH2:3][CH2:2]1.F[C:12]1[CH:17]=[CH:16][C:15]([CH3:18])=[CH:14][C:13]=1[N+:19]([O-:21])=[O:20].[C:22](O)(=O)/C=C\C(O)=O.[N:30]1([C:39]2[CH:44]=[CH:43][C:42](F)=[CH:41][C:40]=2[NH:46][C:47]([N:49]2[CH2:54][CH2:53][N:52]([CH3:55])[CH2:51][CH2:50]2)=O)[C:38]2C(=CC=[CH:36][CH:37]=2)CC1>>[CH3:18][C:15]1[CH:16]=[CH:17][C:12]([N:1]2[C:10]3[C:5](=[CH:6][CH:7]=[CH:8][CH:9]=3)[CH2:4][CH2:3][CH2:2]2)=[C:13]([N+:19]([O-:21])=[O:20])[CH:14]=1.[NH2:19][C:13]1[CH:14]=[C:15]([CH3:18])[CH:16]=[CH:17][C:12]=1[N:30]1[C:39]2[C:40](=[CH:41][CH:42]=[CH:43][CH:44]=2)[CH2:36][CH2:37][CH2:38]1.[CH3:22][C:42]1[CH:43]=[CH:44][C:39]2[N:1]3[CH2:2][CH2:3][CH2:4][C:5]4=[CH:6][CH:7]=[CH:8][C:9](=[C:10]34)[C:47]([N:49]3[CH2:50][CH2:51][N:52]([CH3:55])[CH2:53][CH2:54]3)=[N:46][C:40]=2[CH:41]=1 |f:2.3|. Procedure details: Starting with 1,2,3,4-tetrahydroquinoline and 2-fluoro-5-methylnitrobenzene and following the steps of 1a to 1f of Example 2, one may obtain, in sequence, 1-(4-methyl-2-nitrophenyl)-1,2,3,4-tetrahydroquinoline, 1-(2-amino-4-methylphenyl)-1,2,3,4-tetrahydroquinone, 1-(2-amino-4-methylphenyl)-1,2,3,4-tetrahydroquinoline, N-[2-{1-(5-methylphenyl)-1,2,3,4-tetrahydroquinolin-1-yl}]-4-methyl-1-piperazine carboxamide, and 10-methyl-7-(4-methyl-1-piperazinyl)-2,3-dihydro-1H-quino[1,8-ab][1,5]benzodiazep...